describe an organic reaction: reactants, conditions, products, and yield From a dataset of the Open Reaction Database (ORD), a public repository of structured organic reaction records. Starting materials: CC#N, CCOC1OC(=O)CC1NC(=O)CN1CCS(=O)(=O)CC(NC(=O)c2ccccc2)C1=O, O, O=C(O)C(F)(F)F. Yields the product O=C(CN1CCS(=O)(=O)CC(NC(=O)c2ccccc2)C1=O)NC1CC(=O)OC1O. As a reaction SMILES: [C:41](#[N:42])[CH3:43].[CH2:1]([CH3:2])[O:3][CH:4]1[O:5][C:6](=[O:32])[CH2:7][CH:8]1[NH:9][C:10](=[O:11])[CH2:12][N:13]1[CH2:14][CH2:15][S:16](=[O:30])(=[O:31])[CH2:17][CH:18]([NH:21][C:22]([c:23]2[cH:24][cH:25][cH:26][cH:27][cH:28]2)=[O:29])[C:19]1=[O:20].[OH2:40].[OH:33][C:34]([C:35]([F:36])([F:37])[F:38])=[O:39]>>[OH:3][CH:4]1[O:5][C:6](=[O:32])[CH2:7][CH:8]1[NH:9][C:10](=[O:11])[CH2:12][N:13]1[CH2:14][CH2:15][S:16](=[O:30])(=[O:31])[CH2:17][CH:18]([NH:21][C:22]([c:23]2[cH:24][cH:25][cH:26][cH:27][cH:28]2)=[O:29])[C:19]1=[O:20]. The reactants are CO, COC(=O)C(Cc1ccc(OCCn2c(=O)sc3cc(C(=O)c4ccc5ccccc5c4)ccc32)cc1)C(=O)OC. Product: COC(=O)C(Cc1ccc(OCCn2c(=O)sc3cc(Cc4ccc5ccccc5c4)ccc32)cc1)C(=O)OC. Reaction SMILES: [CH3:42][OH:43].[cH:1]1[c:2]([C:11](=[O:12])[c:13]2[cH:14][c:15]3[c:16]([n:17]([CH2:21][CH2:22][O:23][c:24]4[cH:25][cH:26][c:27]([CH2:28][CH:29]([C:30](=[O:31])[O:32][CH3:33])[C:34](=[O:35])[O:36][CH3:37])[cH:38][cH:39]4)[c:18](=[O:20])[s:19]3)[cH:40][cH:41]2)[cH:3][cH:4][c:5]2[cH:6][cH:7][cH:8][cH:9][c:10]12>>[cH:1]1[c:2]([CH2:11][c:13]2[cH:14][c:15]3[c:16]([n:17]([CH2:21][CH2:22][O:23][c:24]4[cH:25][cH:26][c:27]([CH2:28][CH:29]([C:30](=[O:31])[O:32][CH3:33])[C:34](=[O:35])[O:36][CH3:37])[cH:38][cH:39]4)[c:18](=[O:20])[s:19]3)[cH:40][cH:41]2)[cH:3][cH:4][c:5]2[cH:6][cH:7][cH:8][cH:9][c:10]12. Starting materials: FC=1C=C(C=CC1F)C(C)NC(C1=CC=C(C=C1)OC)C1=C(C=CC(=C1)[N+](=O)[O-])F (N-[1-(3,4-difluorophenyl)ethyl]-N-[(2-fluoro-5-nitrophenyl)-(4-methoxyphenyl)methyl]amine), [BH4-].[Na+] (sodium borohydride). Reagents/catalysts: O.O.O.O.O.O.[Ni](Cl)Cl (nickel chloride hexahydrate). Product: FC=1C=C(C=CC1F)C(C)NC(C=1C=C(C=CC1F)N)C1=CC=C(C=C1)OC (3-{[1-(3,4-Difluorophenyl)ethylamino]-(4-methoxyphenyl)methyl}-4-fluorophenylamine). RXN SMILES: [F:1][C:2]1[CH:3]=[C:4]([CH:9]([NH:11][CH:12]([C:21]2[CH:26]=[C:25]([N+:27]([O-])=O)[CH:24]=[CH:23][C:22]=2[F:30])[C:13]2[CH:18]=[CH:17][C:16]([O:19][CH3:20])=[CH:15][CH:14]=2)[CH3:10])[CH:5]=[CH:6][C:7]=1[F:8].[BH4-].[Na+]>O.O.O.O.O.O.[Ni](Cl)Cl>[F:1][C:2]1[CH:3]=[C:4]([CH:9]([NH:11][CH:12]([C:13]2[CH:14]=[CH:15][C:16]([O:19][CH3:20])=[CH:17][CH:18]=2)[C:21]2[CH:26]=[C:25]([NH2:27])[CH:24]=[CH:23][C:22]=2[F:30])[CH3:10])[CH:5]=[CH:6][C:7]=1[F:8] |f:1.2,3.4.5.6.7.8.9|. Reported procedure: Following a reaction and purification procedure similar to those described in Example (59b), 800 mg of N-[1-(3,4-difluorophenyl)ethyl]-N-[(2-fluoro-5-nitrophenyl)-(4-methoxyphenyl)methyl]amine [prepared as described in step (a) above], 1.05 g of nickel chloride hexahydrate and 306 mg of sodium borohydride were reacted, to obtain 330 mg of isomer A and 350 mg of isomer B of the title compound as yellow oils, respectively. Starting materials: Cc1nc(C)c(-c2ccnc(Nc3ccc(NC(=O)CCl)cc3)n2)s1, c1nc[nH]n1. Product: Cc1nc(C)c(-c2ccnc(Nc3ccc(NC(=O)Cn4cncn4)cc3)n2)s1. RXN SMILES: [Cl:1][CH2:2][C:3](=[O:4])[NH:5][c:6]1[cH:7][cH:8][c:9]([NH:12][c:13]2[n:14][cH:15][cH:16][c:17](-[c:19]3[c:20]([CH3:25])[n:21][c:22]([CH3:24])[s:23]3)[n:18]2)[cH:10][cH:11]1.[nH:26]1[n:27][cH:28][n:29][cH:30]1>>[CH2:2]([C:3](=[O:4])[NH:5][c:6]1[cH:7][cH:8][c:9]([NH:12][c:13]2[n:14][cH:15][cH:16][c:17](-[c:19]3[c:20]([CH3:25])[n:21][c:22]([CH3:24])[s:23]3)[n:18]2)[cH:10][cH:11]1)[n:26]1[n:27][cH:28][n:29][cH:30]1.